This data is from the Open Reaction Database (ORD), a public repository of structured organic reaction records. The task is: describe an organic reaction: reactants, conditions, products, and yield Starting materials: C(C)N(C(C)C)C(C)C (N-ethyl-N-isopropylpropan-2-amine), ClCOCC1=CC=CC=C1 (benzyl chloromethyl ether), CC1=NNC=2CCC3(CC12)OCCO3 (3′-methyl-1′,4′,6′,7′-tetrahydrospiro[1,3-dioxolane-2,5′-indazole]), ClCCl (dichloromethane). Solvent: C(C)(=O)OCC (ethyl acetate). Run at time 4.5 hour. Product: C(C1=CC=CC=C1)OCN1N=C(C=2CC3(CCC12)OCCO3)C (l′-[(benzyloxy)methyl]-3′-methyl-1′,4′,6′,7′-tetrahydrospiro[1,3-dioxolane-2,5′-indazole]). RXN SMILES: C(N(C(C)C)C(C)C)C.Cl[CH2:11][O:12][CH2:13][C:14]1[CH:19]=[CH:18][CH:17]=[CH:16][CH:15]=1.[CH3:20][C:21]1[C:29]2[CH2:28][C:27]3([O:33][CH2:32][CH2:31][O:30]3)[CH2:26][CH2:25][C:24]=2[NH:23][N:22]=1.ClCCl>C(OCC)(=O)C>[CH2:13]([O:12][CH2:11][N:23]1[C:24]2[CH2:25][CH2:26][C:27]3([O:30][CH2:31][CH2:32][O:33]3)[CH2:28][C:29]=2[C:21]([CH3:20])=[N:22]1)[C:14]1[CH:19]=[CH:18][CH:17]=[CH:16][CH:15]=1. Procedure details: N-ethyl-N-isopropylpropan-2-amine (4.08 mL) and benzyl chloromethyl ether (0.792 mL) were added to a mixture of 3′-methyl-1′,4′,6′,7′-tetrahydrospiro[1,3-dioxolane-2,5′-indazole] (925 mg) and dichloromethane (20 mL) under ice cooling under an argon gas atmosphere, followed by stirring for 4.5 hours at room temperature. The reaction liquid was diluted with ethyl acetate and then washed with water, saturated aqueous sodium bicarbonate, and saturated brine in this order, followed by drying, and con... Starting materials: CSC1=C(C(=O)NC2=CC=C(C=C2)NC(C(F)(F)F)=O)C=CC=C1 (2-methylsulfanyl-N-[4-(2,2,2-trifluoro-acetylamino)-phenyl]-benzamide), I(=O)(=O)(=O)[O-].[Na+] (sodium periodate), O (water). Run at time 12 hour. The product is C(C)(C)(C)OC(NC1=CC=C(C=C1)NC(C1=C(C=CC=C1)SC)=O)=O ([4-(2-Methylsulfanyl-benzoylamino)-phenyl]-carbamic Acid tert-Butyl Ester). Reaction SMILES: [CH3:1][S:2][C:3]1[CH:24]=[CH:23][CH:22]=[CH:21][C:4]=1[C:5]([NH:7][C:8]1[CH:13]=[CH:12][C:11]([NH:14][C:15](=[O:20])C(F)(F)F)=[CH:10][CH:9]=1)=[O:6].I([O-])(=O)(=O)=O.[Na+].[OH2:31]>>[C:4]([O:20][C:15](=[O:31])[NH:14][C:11]1[CH:12]=[CH:13][C:8]([NH:7][C:5](=[O:6])[C:4]2[CH:21]=[CH:22][CH:23]=[CH:24][C:3]=2[S:2][CH3:1])=[CH:9][CH:10]=1)([CH3:21])([CH3:5])[CH3:3] |f:1.2|. Reported procedure: To a solution of 2-methylsulfanyl-N-[4-(2,2,2-trifluoro-acetylamino)-phenyl]-benzamide (234 mg) is added a saturated solution of sodium periodate (5 mL) and the mixture is stirred for 12 hours. The purple mixture is poured into water, extracted with ethyl acetate, dried over anhydrous potassium carbonate and evaporated to yield a red solid, 101 mg. Starting materials: C1(=CC=CC=C1)CC(=O)O (phenyl acetic acid), OC(C(=O)O)NC(=O)C1=CC=CC=C1 (α-hydroxyhippuric acid). Run in CS(=O)(=O)O (methanesulfonic acid). Conditions: time 24 hour. The product is C1(=CC=CC=C1)C(=O)NC(C(=O)O)C1=CC=C(C=C1)CC(=O)O (α-[(Phenylcarbonyl)amino]-1,4-benzenediacetic acid). As a reaction SMILES: [C:1]1([CH2:7][C:8]([OH:10])=[O:9])[CH:6]=[CH:5][CH:4]=[CH:3][CH:2]=1.O[CH:12]([NH:16][C:17]([C:19]1[CH:24]=[CH:23][CH:22]=[CH:21][CH:20]=1)=[O:18])[C:13]([OH:15])=[O:14]>CS(O)(=O)=O>[C:19]1([C:17]([NH:16][CH:12]([C:4]2[CH:5]=[CH:6][C:1]([CH2:7][C:8]([OH:10])=[O:9])=[CH:2][CH:3]=2)[C:13]([OH:15])=[O:14])=[O:18])[CH:24]=[CH:23][CH:22]=[CH:21][CH:20]=1. Procedure: A solution of phenyl acetic acid (10.0 g, 73.5 mmol) in 25 ml methanesulfonic acid is treated with α-hydroxyhippuric acid (3.58 g, 18.4 mmol) and the resulting solution stirred at room temperature for 24 hours. The reaction mixture is poured onto ice (200 g) and the product extracted into ethyl acetate (3×200 ml). The combined organic layers are dried (Na2SO4) and concentrated. The residue is recrystallized from THF/diisopropyl ether. A tan solid which is α-[(phenylcarbonyl)amino]-1,4-benzenedia...